This data is from the Open Reaction Database (ORD), a public repository of structured organic reaction records. The task is: describe an organic reaction: reactants, conditions, products, and yield The reactants are Cl (hydrochloric acid), N=1N(N=C2C1C=CC=C2)C2=C(C=CC(=C2)C)O (2-benzotriazol-2-yl-4-methyl-phenol), [OH-].[K+] (potassium hydroxide), BrC(C(=O)C1=CC(=C(C(=C1)C(C)(C)C)O)C(C)(C)C)C (2-bromo-1-(3,5-di-tert-butyl-4-hydroxyphenyl)-propan-1-one). The solvent is O (water), CN1C(CCC1)=O (n-methylpyrrolidone), CN1C(CCC1)=O (n-methylpyrrolidone). Reaction conditions: time 2 hour. The product is N=1N(N=C2C1C=CC=C2)C2=C(OC(C(=O)C1=CC(=C(C(=C1)C(C)(C)C)O)C(C)(C)C)C)C=CC(=C2)C (2-(2-benzotriazol-2-yl-4-methyl-phenoxy)-1-(3,5-di-tert-butyl-4-hydroxy-phenyl)-propan-1-one). Yield: 76.4%. RXN SMILES: [N:1]1[N:2]([C:10]2[CH:15]=[C:14]([CH3:16])[CH:13]=[CH:12][C:11]=2[OH:17])[N:3]=[C:4]2[CH:9]=[CH:8][CH:7]=[CH:6][C:5]=12.[OH-].[K+].Br[CH:21]([CH3:39])[C:22]([C:24]1[CH:29]=[C:28]([C:30]([CH3:33])([CH3:32])[CH3:31])[C:27]([OH:34])=[C:26]([C:35]([CH3:38])([CH3:37])[CH3:36])[CH:25]=1)=[O:23].Cl>CN1CCCC1=O.O>[N:1]1[N:2]([C:10]2[CH:15]=[C:14]([CH3:16])[CH:13]=[CH:12][C:11]=2[O:17][CH:21]([CH3:39])[C:22]([C:24]2[CH:29]=[C:28]([C:30]([CH3:31])([CH3:33])[CH3:32])[C:27]([OH:34])=[C:26]([C:35]([CH3:38])([CH3:37])[CH3:36])[CH:25]=2)=[O:23])[N:3]=[C:4]2[CH:9]=[CH:8][CH:7]=[CH:6][C:5]=12 |f:1.2|. Procedure details: A mixture of 5.5 g (24 mmol) of 2-benzotriazol-2-yl-4-methyl-phenol, 4.7 g (72 mmol) of potassium hydroxide and 100 ml of n-methylpyrrolidone is stirred for 2 hours at room temperature. Then 8.0 g (24 mmol) 2-bromo-1-(3,5-di-tert-butyl-4-hydroxyphenyl)-propan-1-one dissolved in 40 ml of n-methylpyrrolidone is added and stirring is continued at room temperature for 20 hours. After the addition of 50 ml of water and 15 ml 2N hydrochloric acid the precipitated solid is filtered off and recrystalliz... Starting materials: O=C([O-])[O-], Cc1ccc(-c2ncc(CO)[nH]2)c2ccccc12, CCOC(C)=O, C1CCC(N2CCNCC2)C1, ClCCCl, [K+], [K+], O=S(Cl)Cl. Product: Cc1ccc(-c2ncc(CN3CCN(C4CCCC4)CC3)[nH]2)c2ccccc12. Reaction SMILES: [C:34](=[O:35])([O-:36])[O-:37].[CH3:1][c:2]1[cH:3][cH:4][c:5](-[c:12]2[n:13][cH:14][c:15]([CH2:17][OH:18])[nH:16]2)[c:6]2[cH:7][cH:8][cH:9][cH:10][c:11]12.[CH3:44][CH2:45][O:46][C:47]([CH3:48])=[O:49].[CH:23]1([N:28]2[CH2:29][CH2:30][NH:31][CH2:32][CH2:33]2)[CH2:24][CH2:25][CH2:26][CH2:27]1.[Cl:40][CH2:41][CH2:42][Cl:43].[K+:38].[K+:39].[S:19]([Cl:20])([Cl:21])=[O:22]>>[CH3:1][c:2]1[cH:3][cH:4][c:5](-[c:12]2[n:13][cH:14][c:15]([CH2:17][N:31]3[CH2:30][CH2:29][N:28]([CH:23]4[CH2:24][CH2:25][CH2:26][CH2:27]4)[CH2:33][CH2:32]3)[nH:16]2)[c:6]2[cH:7][cH:8][cH:9][cH:10][c:11]12.